This data is from the Open Reaction Database (ORD), a public repository of structured organic reaction records. The task is: describe an organic reaction: reactants, conditions, products, and yield Reactants: ClC=1NC2=CC=C(C=C2C1C=O)[N+](=O)[O-] (2-Chloro-5-nitroindole-3-carbaldehyde), [H-].[Na+] (NaH), CI (methyliodide). The solvent is C1CCOC1 (THF). Conditions: time 8 hour. Product: ClC=1N(C2=CC=C(C=C2C1C=O)[N+](=O)[O-])C (2-Chloro-1-methyl-5-nitroindole-3-carbaldehyde). Reaction SMILES: [Cl:1][C:2]1[NH:3][C:4]2[C:9]([C:10]=1[CH:11]=[O:12])=[CH:8][C:7]([N+:13]([O-:15])=[O:14])=[CH:6][CH:5]=2.[H-].[Na+].[CH3:18]I>C1COCC1>[Cl:1][C:2]1[N:3]([CH3:18])[C:4]2[C:9]([C:10]=1[CH:11]=[O:12])=[CH:8][C:7]([N+:13]([O-:15])=[O:14])=[CH:6][CH:5]=2 |f:1.2|. Procedure details: To 5 g of (65) in 100 ml THF was added 550 mg NaH and 2.5 ml methyliodide. The reaction was left with stirring overnight. Most of the THF was evaporated off, water was added, and the water phase extracted with EtOAc. The water phase was then acidified with acetic acid, which precipitated the pure product. Filtration and drying gave 770 mg of (66). Reactants: [BH4-], CO, [Cl-], CCC(=O)Cn1c(-c2ccc(Cl)cc2)nn(CC(=O)NC(C)(C)c2cccc(C(F)(F)F)c2)c1=O, [NH4+], [Na+]. Yields the product CCC(O)Cn1c(-c2ccc(Cl)cc2)nn(CC(=O)NC(C)(C)c2cccc(C(F)(F)F)c2)c1=O. RXN SMILES: [BH4-:36].[CH3:40][OH:41].[Cl-:38].[Cl:1][c:2]1[cH:3][cH:4][c:5](-[c:8]2[n:9][n:10]([CH2:19][C:20](=[O:21])[NH:22][C:23]([CH3:24])([c:25]3[cH:26][c:27]([C:31]([F:32])([F:33])[F:34])[cH:28][cH:29][cH:30]3)[CH3:35])[c:11](=[O:18])[n:12]2[CH2:13][C:14]([CH2:15][CH3:16])=[O:17])[cH:6][cH:7]1.[NH4+:39].[Na+:37]>>[Cl:1][c:2]1[cH:3][cH:4][c:5](-[c:8]2[n:9][n:10]([CH2:19][C:20](=[O:21])[NH:22][C:23]([CH3:24])([c:25]3[cH:26][c:27]([C:31]([F:32])([F:33])[F:34])[cH:28][cH:29][cH:30]3)[CH3:35])[c:11](=[O:18])[n:12]2[CH2:13][CH:14]([CH2:15][CH3:16])[OH:17])[cH:6][cH:7]1. Starting materials: OC(CCCC)(C)P(O)O (1-Hydroxy-1,4-dimethylbutylphosphonous acid), C1(CCCCC1)N=C=NC1CCCCC1 (Dicyclohexylcarbodiimide), COCCO (2-methoxyethanol), CN(C)C1=NC=CC=C1 (dimethylaminopyridine). Run in C1CCOC1 (THF), CCOCC (Ether). Conditions: time 3 hour. The product is OC(CCCC)(C)P(OCCOC)=O (2-methoxyethyl (1-hydroxy- 1, 4-dimethylbutyl)phosphinate). RXN SMILES: [OH:1][C:2]([P:8]([OH:10])[OH:9])([CH3:7])[CH2:3][CH2:4][CH2:5][CH3:6].[CH3:11][O:12][CH2:13][CH2:14]O.CN(C1C=CC=CN=1)C.C1(N=C=NC2CCCCC2)CCCCC1>C1COCC1.CCOCC>[OH:1][C:2]([PH:8](=[O:10])[O:9][CH2:14][CH2:13][O:12][CH3:11])([CH3:7])[CH2:3][CH2:4][CH2:5][CH3:6]. Procedure: 1-Hydroxy-1,4-dimethylbutylphosphonous acid prepared as described in Example 8 (0,166 g. 0,001M), 2-methoxyethanol (0.076 g. 0,001M) and dimethylaminopyridine (0.01 g.) are stirred in THF (5 ml.) at 5° C. Dicyclohexylcarbodiimide (0.23 g., 0,001M) is added portionwise and the mixture is stirred for 3 hours. Ether (10 ml.) is added and the dicyclohexylurea is filtered off. The filtrate is evaporated and the residue is dissolved in chloroform and washed with water. Evaporation of the chloroform gi... Starting materials: ClC1=CC=2C3=C(N(C2C=C1)CC(O)(C1=CC=C(C=C1)F)C1CC1)CCN(C3)C (2-(8-Chloro-1,2,3,4-tetrahydro-2-methylpyrido[4,3-b]indol-5-yl)-1-cyclopropyl-1-(4-fluorophenyl)ethanol), S(O)(O)(=O)=O (sulfuric acid), [OH-].[K+] (KOH). The solvent is ice water. The product is ClC1=CC=2C3=C(N(C2C=C1)\C=C(\C1=CC=C(C=C1)F)/C1CC1)CCN(C3)C ((E)-8-chloro-5-(2-cyclopropyl-2-(4-fluorophenyl)vinyl)-2,3,4,5-tetrahydro-2-methyl-1H-pyrido[4,3-b]indole). As a reaction SMILES: [Cl:1][C:2]1[CH:10]=[CH:9][C:8]2[N:7]([CH2:11][C:12]([CH:21]3[CH2:23][CH2:22]3)([C:14]3[CH:19]=[CH:18][C:17]([F:20])=[CH:16][CH:15]=3)O)[C:6]3[CH2:24][CH2:25][N:26]([CH3:28])[CH2:27][C:5]=3[C:4]=2[CH:3]=1.S(=O)(=O)(O)O.[OH-].[K+]>>[Cl:1][C:2]1[CH:10]=[CH:9][C:8]2[N:7](/[CH:11]=[C:12](\[CH:21]3[CH2:22][CH2:23]3)/[C:14]3[CH:19]=[CH:18][C:17]([F:20])=[CH:16][CH:15]=3)[C:6]3[CH2:24][CH2:25][N:26]([CH3:28])[CH2:27][C:5]=3[C:4]=2[CH:3]=1 |f:2.3|. Procedure: 2-(8-Chloro-1,2,3,4-tetrahydro-2-methylpyrido[4,3-b]indol-5-yl)-1-cyclopropyl-1-(4-fluorophenyl)ethanol (1 g, 2.51 mmol, 1 equiv) was refluxed with 25% sulfuric acid (7 mL) for 2 h. The reaction mixture was cooled to 5° C. in ice-water bath. KOH (15% aqueous solution) was added dropwise to the reaction mixture until pH 9-10 was achieved. The reaction mixture was extracted with EtOAc (3×10 mL). The combined organic layer was washed with water (10 mL) followed by brine, dried over sodium sulfate a... Reactants: OCCCCOc1cc(Br)ccc1Br, Cc1ccccc1, [Na+], [OH-], O, BrP(Br)Br. The product is BrCCCCOc1cc(Br)ccc1Br. As a reaction SMILES: [Br:1][c:2]1[c:3]([O:4][CH2:5][CH2:6][CH2:7][CH2:8][OH:9])[cH:10][c:11]([Br:14])[cH:12][cH:13]1.[CH3:22][c:23]1[cH:24][cH:25][cH:26][cH:27][cH:28]1.[Na+:21].[OH-:20].[OH2:19].[P:15]([Br:16])([Br:17])[Br:18]>>[Br:1][c:2]1[c:3]([O:4][CH2:5][CH2:6][CH2:7][CH2:8][Br:16])[cH:10][c:11]([Br:14])[cH:12][cH:13]1.